From a dataset of the Open Reaction Database (ORD), a public repository of structured organic reaction records. describe an organic reaction: reactants, conditions, products, and yield Reactants: COc1ccc(NC(C(=O)O)C(C)C)cc1, O=C1CCC(=O)N1Cl, c1ccccc1. Product: COc1ccc(NC(C(=O)O)C(C)C)c(Cl)c1. RXN SMILES: [CH3:9][O:10][c:11]1[cH:12][cH:13][c:14]([NH:17][CH:18]([CH:19]([CH3:20])[CH3:21])[C:22](=[O:23])[OH:24])[cH:15][cH:16]1.[Cl:1][N:2]1[C:3](=[O:4])[CH2:5][CH2:6][C:7]1=[O:8].[cH:25]1[cH:26][cH:27][cH:28][cH:29][cH:30]1>>[Cl:1][c:15]1[c:14]([NH:17][CH:18]([CH:19]([CH3:20])[CH3:21])[C:22](=[O:23])[OH:24])[cH:13][cH:12][c:11]([O:10][CH3:9])[cH:16]1. Starting materials: Cc1nccn1-c1ccc(Nc2nc3c(c(NCC4CCOCC4)n2)CN(C(=O)OC(C)(C)C)CC3)cc1, CO, Cl. Product: Cc1nccn1-c1ccc(Nc2nc3c(c(NCC4CCOCC4)n2)CNCC3)cc1. RXN SMILES: [CH3:1][c:2]1[n:3](-[c:7]2[cH:8][cH:9][c:10]([NH:13][c:14]3[n:15][c:16]([NH:31][CH2:32][CH:33]4[CH2:34][CH2:35][O:36][CH2:37][CH2:38]4)[c:17]4[c:18]([n:19]3)[CH2:20][CH2:21][N:22]([C:24]([O:25][C:26]([CH3:27])([CH3:28])[CH3:29])=[O:30])[CH2:23]4)[cH:11][cH:12]2)[cH:4][cH:5][n:6]1.[CH3:40][OH:41].[ClH:39]>>[CH3:1][c:2]1[n:3](-[c:7]2[cH:8][cH:9][c:10]([NH:13][c:14]3[n:15][c:16]([NH:31][CH2:32][CH:33]4[CH2:34][CH2:35][O:36][CH2:37][CH2:38]4)[c:17]4[c:18]([n:19]3)[CH2:20][CH2:21][NH:22][CH2:23]4)[cH:11][cH:12]2)[cH:4][cH:5][n:6]1. Reactants: [BH3-]C#N, CC(=O)O, COCOc1cccc2c1CCC2=O, CCO, CN, [Na+], O. The product is CNC1CCc2c(OCOC)cccc21. Reaction SMILES: [C:15](#[N:16])[BH3-:17].[CH3:19][C:20](=[O:21])[OH:22].[CH3:1][O:2][CH2:3][O:4][c:5]1[c:6]2[c:10]([cH:11][cH:12][cH:13]1)[C:9](=[O:14])[CH2:8][CH2:7]2.[CH3:24][CH2:25][OH:26].[CH3:27][NH2:28].[Na+:18].[OH2:23]>>[CH3:1][O:2][CH2:3][O:4][c:5]1[c:6]2[c:10]([cH:11][cH:12][cH:13]1)[CH:9]([NH:16][CH3:15])[CH2:8][CH2:7]2. Reactants: N(=[N+]=[N-])CC(F)(F)C=1C=CC=C2C=CC=NC12 (8-(2-azido-1,1-difluoro-ethyl)-quinoline), NH4HCO2. RXN SMILES: [N:1]([CH2:4][C:5]([C:8]1[CH:9]=[CH:10][CH:11]=[C:12]2[C:17]=1[N:16]=[CH:15][CH:14]=[CH:13]2)([F:7])[F:6])=[N+]=[N-]>CO.[Pd]>[F:7][C:5]([F:6])([C:8]1[CH:9]=[CH:10][CH:11]=[C:12]2[C:17]=1[N:16]=[CH:15][CH:14]=[CH:13]2)[CH2:4][NH2:1]. The product is FC(CN)(C=1C=CC=C2C=CC=NC12)F (2,2-Difluoro-2-quinolin-8-yl-ethylamine). Run in CO (MeOH). The yield is 79.9%. The reagents and catalysts are [Pd] (Pd—C). Procedure: A solution of 8-(2-azido-1,1-difluoro-ethyl)-quinoline (3.8 g, 16.24 mmol) in MeOH (20 mL), as prepared in the last step, was treated with 10 wt. % Pd—C (754 mg) and NH4HCO2 (3 g). After 45 minutes the reaction was filtered through a pad of Celite and partitioned between EtOAc (100 mL) and NaHCO3 (satd) (100 mL). The organic phase was washed with brine (100 mL), dried over Na2SO4 and concentrated in vacuo to afford the product as a yellow viscous oil (2.7 g). 1H NMR (300 Hz, CDCl3) δ 9.0-8.98 (m...